From a dataset of the Open Reaction Database (ORD), a public repository of structured organic reaction records. describe an organic reaction: reactants, conditions, products, and yield The reactants are C1=C(C=CC2=CC(=CC=C12)C(=O)OC)C(=O)OC (dimethyl 2,6-naphthalenedicarboxylate), [OH-].[K+] (KOH). Solvent: O1CCOCC1 (dioxane), CO (methanol). Conditions: temperature 70 celsius, time 30 minute. Yields the product COC(=O)C=1C=C2C=CC(=CC2=CC1)C(=O)O (6-(methoxycarbonyl)-2-naphthoic acid). Reaction SMILES: [CH:1]1[C:10]2[C:5](=[CH:6][C:7]([C:11]([O:13][CH3:14])=[O:12])=[CH:8][CH:9]=2)[CH:4]=[CH:3][C:2]=1[C:15]([O:17]C)=[O:16].[OH-].[K+]>O1CCOCC1.CO>[CH3:14][O:13][C:11]([C:7]1[CH:6]=[C:5]2[C:10](=[CH:9][CH:8]=1)[CH:1]=[C:2]([C:15]([OH:17])=[O:16])[CH:3]=[CH:4]2)=[O:12] |f:1.2|. Procedure details: A solution of dimethyl 2,6-naphthalenedicarboxylate (39.6 g, 162 mmol) in dioxane (1.2 L) was heated to 70-80° C., slowly treated with a solution of KOH (9.1 g, 162 mmol) in methanol (162 mL), heated to 70° C., stirred for 30 minutes, cooled to room temperature, and filtered. The solid was washed sequentially with dioxane and diethyl ether, dissolved in water, adjusted to pH<7 with 1M HCl, and filtered. The solid was washed with water and dried to provide the desired product. The reactants are C1(=CC=CC=C1)COC=1C(=NC=CC1)CCCO (3-(phenylmethoxy)-2-pyridinepropanol), BrCCCCCCBr (1,6-dibromohexane), [OH-].[Na+] (sodium hydroxide). Solvent: O (Water). Reaction conditions: time 6 day. The product is BrCCCCCCOCCCC1=NC=CC=C1OCC1=CC=CC=C1 (2-[3-[(6-Bromohexyl)oxy]propyl]-3-(phenylmethoxy)pyridine). Reaction SMILES: [C:1]1([CH2:7][O:8][C:9]2[C:10]([CH2:15][CH2:16][CH2:17][OH:18])=[N:11][CH:12]=[CH:13][CH:14]=2)[CH:6]=[CH:5][CH:4]=[CH:3][CH:2]=1.[Br:19][CH2:20][CH2:21][CH2:22][CH2:23][CH2:24][CH2:25]Br.[OH-].[Na+]>O>[Br:19][CH2:20][CH2:21][CH2:22][CH2:23][CH2:24][CH2:25][O:18][CH2:17][CH2:16][CH2:15][C:10]1[C:9]([O:8][CH2:7][C:1]2[CH:2]=[CH:3][CH:4]=[CH:5][CH:6]=2)=[CH:14][CH:13]=[CH:12][N:11]=1 |f:2.3|. Procedure details: A mixture of 3-(phenylmethoxy)-2-pyridinepropanol (1.4 g), 1,6-dibromohexane (4 ml), 40% aqueous sodium hydroxide (4 ml) and TAB (100 mg) was stirred vigorously for 6 days. Water (10 ml) was added and the mixture was extracted with ether (3×10 ml). The ether extracts were washed with water and brine, dried and concentrated to an oil which was purified by FCC eluting with cyclohexane followed by cyclohexane/ethyl acetate (4:1) to give the title compound as an orange oil (1.0 g) t.l.c. (cyclohexan... The reactants are C(C)(=O)NC[C@@H]1[C@H](CC[C@@H](OC)O1)O (Methyl 6-acetamido-2,3,6-trideoxy-α-D-erythro-hexopyranoside), ether-methanol, ( a ), C([O-])([O-])=O (carbonate), ( b ). Solvent: Cl (hydrochloric acid). Yields the product C(C)(=O)NC[C@@H]1[C@H](CCC(O)O1)O (6-acetamido-2,3,6-trideoxy-D-erythro hexopyranose), syrup. Yield: 50.0%. RXN SMILES: [C:1]([NH:4][CH2:5][C@H:6]1[O:13][C@H:10]([O:11]C)[CH2:9][CH2:8][C@@H:7]1[OH:14])(=[O:3])[CH3:2].C(=O)([O-])[O-]>Cl>[C:1]([NH:4][CH2:5][C@H:6]1[O:13][CH:10]([OH:11])[CH2:9][CH2:8][C@@H:7]1[OH:14])(=[O:3])[CH3:2]. Reported procedure: Methyl 6-acetamido-2,3,6-trideoxy-α-D-erythro-hexopyranoside (1.5 g) in 0.1 M aqueous hydrochloric acid (30 ml) was heated at 100° for 0.5 h. The solution was neutralized with Amberlite IR-400 (carbonate form) resin and evaporated in vacuo to yield a syrup, 1.46 g. This syrup showed the presence of two compounds by TLC (ether-methanol, 9:1): (a) Rf 0.08 and (b) Rf 0.05. The separation of these two components was achieved by chromatography in a silica-gel column using mixtures of ether-methanol a... The reactants are Cc1ccccc1, Cn1ccnc1, CCCOS(C)(=O)=O. Product: CCCn1cc[n+](C)c1, CS(=O)(=O)[O-]. Reaction SMILES: [CH3:15][c:16]1[cH:17][cH:18][cH:19][cH:20][cH:21]1.[CH3:1][n:2]1[cH:3][n:4][cH:5][cH:6]1.[CH3:7][S:8](=[O:9])(=[O:10])[O:11][CH2:12][CH2:13][CH3:14]>>[CH3:1][n+:2]1[cH:3][n:4]([CH2:12][CH2:13][CH3:14])[cH:5][cH:6]1.[CH3:7][S:8](=[O:9])(=[O:10])[O-:11]. Reaction SMILES: F[B-](F)(F)F.C([PH+](C(C)(C)C)C(C)(C)C)(C)(C)C.[F:19][C:20]1[CH:25]=[C:24](B(O)O)[CH:23]=[CH:22][N:21]=1.[Br:29][C:30]1[CH:31]=[N:32][CH:33]=[CH:34][C:35]=1[O:36][C:37]1[CH:42]=[CH:41][C:40]([NH:43][C:44]2[C:53]3[C:48](=[CH:49][CH:50]=[CH:51][CH:52]=3)[C:47]([C:54]3[CH:59]=[CH:58][CH:57]=[CH:56][CH:55]=3)=[N:46][N:45]=2)=[CH:39][CH:38]=1.C(=O)([O-])[O-].[Na+].[Na+]>CCOC(C)=O.C([O-])(=O)C.[Pd+2].C([O-])(=O)C.O1CCOCC1>[F:19][C:20]1[CH:25]=[C:24]([C:34]2[CH:33]=[N:32][CH:31]=[CH:30][C:35]=2[O:36][C:37]2[CH:38]=[CH:39][C:40]([NH:43][C:44]3[C:53]4[C:48](=[CH:49][CH:50]=[CH:51][CH:52]=4)[C:47]([C:54]4[CH:55]=[CH:56][CH:57]=[CH:58][CH:59]=4)=[N:46][N:45]=3)=[CH:41][CH:42]=2)[CH:23]=[CH:22][N:21]=1.[Br:29][C:30]1[CH:31]=[N:32][CH:33]=[CH:34][C:35]=1[O:36][C:37]1[CH:42]=[CH:41][C:40]([NH:43][C:44]2[C:53]3[C:48](=[CH:49][CH:50]=[CH:51][CH:52]=3)[C:47]([C:54]3[CH:55]=[CH:56][CH:57]=[CH:58][CH:59]=3)=[N:46][N:45]=2)=[CH:39][CH:38]=1 |f:0.1,4.5.6,8.9.10|. Product: FC1=NC=CC(=C1)C=1C=NC=CC1OC1=CC=C(C=C1)NC1=NN=C(C2=CC=CC=C12)C1=CC=CC=C1 (N-(4-(3-(2-fluoropyridin-4-yl)pyridin-4-yloxy)phenyl)-4-phenylphthalazin-1-amine), BrC=1C=NC=CC1OC1=CC=C(C=C1)NC1=NN=C(C2=CC=CC=C12)C1=CC=CC=C1 (N-(4-(3-bromopyridin-4-yloxy)phenyl)4-phenylphthalazin-1-amine). The reactants are F[B-](F)(F)F.C(C)(C)(C)[PH+](C(C)(C)C)C(C)(C)C (tri-tert-butylphosphonium tetrafluoroborate), FC1=NC=CC(=C1)B(O)O (2-fluoropyridine4-boronic acid), BrC=1C=NC=CC1OC1=CC=C(C=C1)NC1=NN=C(C2=CC=CC=C12)C1=CC=CC=C1 (N-(4-(3-bromopyridin4-yloxy)phenyl)-4-phenylphthalazin-1-amine), C([O-])([O-])=O.[Na+].[Na+] (sodium carbonate). Reported procedure: A resealable reaction tube was charged with tri-tert-butylphosphonium tetrafluoroborate (0.024 g, 0.082 mmol), palladium (II) acetate (0.009 g, 0.041 mmol), 2-fluoropyridine4-boronic acid (0.086 g, 0.614 mmol) and N-(4-(3-bromopyridin4-yloxy)phenyl)-4-phenylphthalazin-1-amine (0.192 mg, 0.409 mmol) and was purged with nitrogen for several minutes. 1.2 mL of dioxane and 2.0 M aqueous sodium carbonate (0.614 mL, 0.123 mmol) were added, the tube was sealed, and the reaction mixture was heated to 10... The solvent is O1CCOCC1 (dioxane), CCOC(=O)C (EtOAc). Conditions: temperature 100 celsius. Reagents/catalysts: C(C)(=O)[O-].[Pd+2].C(C)(=O)[O-] (palladium (II) acetate). Reactants: NC=1C(=NC=C(C(=O)N)C1)N (5,6-Diaminonicotinamide), BrC(C(C)=O)C (3-bromo-2-butanon), C(C)#N (acetonitrile), BrC(C(C)=O)C (3-bromo-2-butanon), C([O-])([O-])=O.[K+].[K+] (potassium carbonate). Solvent: CO (methanol), C(Cl)Cl (methylene chloride). Run at time 30 minute. Product: NC=1C=2N(C=C(C1)C(=O)N)C(=C(N2)C)C (8-amino-2,3-dimethylimidazo[1,2-a]pyridine-6-carboxamide). The yield is 19.7%. RXN SMILES: [NH2:1][C:2]1[C:3]([NH2:11])=[N:4][CH:5]=[C:6]([CH:10]=1)[C:7]([NH2:9])=[O:8].Br[CH:13]([CH3:17])[C:14](=O)[CH3:15].C(#N)C.C(=O)([O-])[O-].[K+].[K+]>CO.C(Cl)Cl>[NH2:1][C:2]1[C:3]2[N:4]([C:13]([CH3:17])=[C:14]([CH3:15])[N:11]=2)[CH:5]=[C:6]([C:7]([NH2:9])=[O:8])[CH:10]=1 |f:3.4.5|. Procedure: 5,6-Diaminonicotinamide (12.5 g, 82 mmol), 3-bromo-2-butanon (13.6, 90 mmol) and acetonitrile (150 ml) were refluxed for 20 h. Additional 3-bromo-2-butanon (4.0 g, 26.5 mmol) was added and the reaction mixture was refluxed for 5 h. Upon cooling the solids were removed by filtration. The solids were added to methylene chloride (150 ml), methanol (150 ml) and potassium carbonate (22 g, 160 mmol) and were stirred for 30 min. The solids were removed by filtration and evaporation of the solvents unde... The reactants are ClC=1C=C2CCC=C(C2=CC1)C#N (6-Chloro-1-cyano-3,4-dihydronaphthalene), CO (methanol), O (water). The solvent is S(O)(O)(=O)=O (sulfuric acid). Run at time 2 day. Yields the product C(=O)(OC)C1=CCCC2=CC(=CC=C12)Cl (1-Carbomethoxy-6-chloro-3,4-dihydronaphthalene). Yield: 26.0%. Reaction SMILES: [Cl:1][C:2]1[CH:3]=[C:4]2[C:9](=[CH:10][CH:11]=1)[C:8]([C:12]#N)=[CH:7][CH2:6][CH2:5]2.[OH2:14].[CH3:15][OH:16]>S(=O)(=O)(O)O>[C:12]([C:8]1[C:9]2[C:4](=[CH:3][C:2]([Cl:1])=[CH:11][CH:10]=2)[CH2:5][CH2:6][CH:7]=1)([O:16][CH3:15])=[O:14]. Procedure details: 6-Chloro-1-cyano-3,4-dihydronaphthalene (5 g, 263 mmol), lit ref, was dissolved in 77% sulfuric acid in methanol and the resulting solution was heated at 95°-100° C. for 2.5 h. The reaction mixture was allowed to cool to ambient temperature and 45 mL was added, followed by 5 mL of water. The reaction mixture was stirred at ambient temperature for 2 days and then concentrated under reduced pressure. The residue was partitioned between ethyl acetate and water. The organic layer was concentrated in...